The task is: describe an organic reaction: reactants, conditions, products, and yield. This data is from the Open Reaction Database (ORD), a public repository of structured organic reaction records. Reactants: NC1=NC(=CC(=N1)Cl)Cl (2-Amino-4,6-dichloropyrimidine), A11330, CN1CCNCC1 (1-methyl piperazine), C(C)(C)N(C(C)C)CC (N,N-diisopropylethylamine). Solvent: C(C)(C)O (isopropyl alcohol). Yields the product ClC1=NC(=NC(=C1)N1CCN(CC1)C)N (4-chloro-6-(4-methylpiperazin-1-yl)pyrimidin-2-amine). RXN SMILES: [NH2:1][C:2]1[N:7]=[C:6]([Cl:8])[CH:5]=[C:4](Cl)[N:3]=1.[CH3:10][N:11]1[CH2:16][CH2:15][NH:14][CH2:13][CH2:12]1.C(N(CC)C(C)C)(C)C>C(O)(C)C>[Cl:8][C:6]1[CH:5]=[C:4]([N:14]2[CH2:15][CH2:16][N:11]([CH3:10])[CH2:12][CH2:13]2)[N:3]=[C:2]([NH2:1])[N:7]=1. Procedure: A mixture of 2-Amino-4,6-dichloropyrimidine (1.0 g, 6.1 mmol, Alfa Aesar, Cat. No. A11330), 1-methyl piperazine (0.74 mL, 6.7 mmol, Aldrich, Cat. No. 130001), and N,N-diisopropylethylamine (1.3 mL, 7.3 mmol) in isopropyl alcohol (5 mL) was heated at 110° C. for 2 hours. The reaction mixture was cooled to room temperature (r.t.). The precipitate formed was filtered and then washed by a small amount of isopropanol. The precipitate collected was dried under vacuum to afford this compound and used i... The reactants are NCCCNC(=S)NC1=CC=C(C=C1)C1CCCCC1 (N-(3-aminopropyl)-N'-(4-cyclohexylphenyl)thiourea), CI (methyliodide). The solvent is C(CCCC)O (amyl alcohol). The product is C1(CCCCC1)C1=CC=C(C=C1)N=C1NCCCN1 (2-(4-cyclohexylphenyl)imino-hexahydropyrimidine). As a reaction SMILES: [NH2:1][CH2:2][CH2:3][CH2:4][NH:5][C:6]([NH:8][C:9]1[CH:14]=[CH:13][C:12]([CH:15]2[CH2:20][CH2:19][CH2:18][CH2:17][CH2:16]2)=[CH:11][CH:10]=1)=S.CI>C(O)CCCC>[CH:15]1([C:12]2[CH:13]=[CH:14][C:9]([N:8]=[C:6]3[NH:5][CH2:4][CH2:3][CH2:2][NH:1]3)=[CH:10][CH:11]=2)[CH2:20][CH2:19][CH2:18][CH2:17][CH2:16]1. Reported procedure: A solution of 2.9 g of N-(3-aminopropyl)-N'-(4-cyclohexylphenyl)thiourea and 0.65 ml of methyliodide in 20 ml of amyl alcohol is slowly heated to the boiling point and then refluxed for 1 hour. After distilling off the solvent, the residue is taken up in methylene chloride and washed with dilute alkaline solution and water. The methylene chloride is distilled off and the crude 2-(4-cyclohexylphenyl)imino-hexahydropyrimidine is recrystallised from acetonitrile. The purified product has a melting ...